describe an organic reaction: reactants, conditions, products, and yield From a dataset of the Open Reaction Database (ORD), a public repository of structured organic reaction records. The product is ClC1=CC=C(C=C1)C=1SC=C(N1)CSC1=NC=2CCCC(C2C(=C1C#N)C1=CC=C(C=C1)OC[C@H](CO)O)O (2-({[2-(4-Chlorophenyl)-1,3-thiazol-4-yl]methyl}thio)-4-(4-{[(2S)-2,3-dihydroxypropyl]oxy}-phenyl)-5-hydroxy-5,6,7,8-tetrahydroquinoline-3-carbonitrile). Procedure details: 25 mg (0.043 mmol) of the compound from Example 3 were initially charged in 1 ml of THF and 0.1 ml of methanol, 0.8 mg (0.022 mmol) of sodium borohydride was added with stirring and the mixture was stirred at RT for 16 h. The reaction solution was diluted with about 2 ml of water and purified by preparative HPLC (Chromasil, water/acetonitrile+0.1% TFA). Reactants: ClC1=CC=C(C=C1)C=1SC=C(N1)CSC1=NC=2CCCC(C2C(=C1C#N)C1=CC=C(C=C1)OC[C@H](CO)O)=O (2-({[2-(4-Chlorophenyl)-1,3-thiazol-4-yl]methyl}thio)-4-(4-{[(2S)-2,3-dihydroxypropyl]oxy}-phenyl)-5-oxo-5,6,7,8-tetrahydroquinoline-3-carbonitrile), [BH4-].[Na+] (sodium borohydride). As a reaction SMILES: [Cl:1][C:2]1[CH:7]=[CH:6][C:5]([C:8]2[S:9][CH:10]=[C:11]([CH2:13][S:14][C:15]3[C:24]([C:25]#[N:26])=[C:23]([C:27]4[CH:32]=[CH:31][C:30]([O:33][CH2:34][C@@H:35]([OH:38])[CH2:36][OH:37])=[CH:29][CH:28]=4)[C:22]4[C:21](=[O:39])[CH2:20][CH2:19][CH2:18][C:17]=4[N:16]=3)[N:12]=2)=[CH:4][CH:3]=1.[BH4-].[Na+]>C1COCC1.CO.O>[Cl:1][C:2]1[CH:7]=[CH:6][C:5]([C:8]2[S:9][CH:10]=[C:11]([CH2:13][S:14][C:15]3[C:24]([C:25]#[N:26])=[C:23]([C:27]4[CH:28]=[CH:29][C:30]([O:33][CH2:34][C@@H:35]([OH:38])[CH2:36][OH:37])=[CH:31][CH:32]=4)[C:22]4[CH:21]([OH:39])[CH2:20][CH2:19][CH2:18][C:17]=4[N:16]=3)[N:12]=2)=[CH:4][CH:3]=1 |f:1.2|. Run in C1CCOC1 (THF), CO (methanol), O (water). Reactants: O=C(CCBr)C(O)C(O)C(O)C(O)CO, [I-], [N-]=[N+]=[N-], [Na+], [Na+], O. Product: [N-]=[N+]=NCCC(=O)C(O)C(O)C(O)C(O)CO. As a reaction SMILES: [Br:1][CH2:2][CH2:3][C:4](=[O:5])[CH:6]([OH:7])[CH:8]([OH:9])[CH:10]([OH:11])[CH:12]([OH:13])[CH2:14][OH:15].[I-:21].[N-:17]=[N+:18]=[N-:19].[Na+:16].[Na+:20].[OH2:22]>>[CH2:2]([CH2:3][C:4](=[O:5])[CH:6]([OH:7])[CH:8]([OH:9])[CH:10]([OH:11])[CH:12]([OH:13])[CH2:14][OH:15])[N:17]=[N+:18]=[N-:19]. The reactants are ClC1=CC=C(CC#N)C=C1 (4-chlorobenzyl cyanide), N1=CC(=CC=C1)C=O (3-pyridinecarboxaldehyde), [OH-].[Na+] (sodium hydroxide). Product: ClC1=CC=C(C=C1)C(C#N)=CC=1C=NC=CC1 (2-(4-Chlorophenyl)-3-(3-pyridyl)acrylonitrile). Reaction SMILES: [Cl:1][C:2]1[CH:10]=[CH:9][C:5]([CH2:6][C:7]#[N:8])=[CH:4][CH:3]=1.[N:11]1[CH:16]=[CH:15][CH:14]=[C:13]([CH:17]=O)[CH:12]=1.[OH-].[Na+]>>[Cl:1][C:2]1[CH:10]=[CH:9][C:5]([C:6](=[CH:17][C:13]2[CH:12]=[N:11][CH:16]=[CH:15][CH:14]=2)[C:7]#[N:8])=[CH:4][CH:3]=1 |f:2.3|. Procedure: This intermediate (157 g.) was prepared using the procedure described in Example 12a except using 110.0 g. (0.738 mole) of 4-chlorobenzyl cyanide, 81.0 g. (0.74 mole) of 3-pyridinecarboxaldehyde, and 40 ml. of 10% aqueous sodium hydroxide. Product: Cl, c1ccc2c(c1)C1CCC2(CC2CNCCO2)c2ccccc21. Starting materials: c1ccc(CN2CCOC(CC34CCC(c5ccccc53)c3ccccc34)C2)cc1, CC(=O)O, Cl. RXN SMILES: [CH2:1]([c:2]1[cH:3][cH:4][cH:5][cH:6][cH:7]1)[N:8]1[CH2:9][CH:10]([CH2:14][C:15]23[c:16]4[cH:17][cH:18][cH:19][cH:20][c:21]4[CH:22]([c:23]4[cH:24][cH:25][cH:26][cH:27][c:28]42)[CH2:29][CH2:30]3)[O:11][CH2:12][CH2:13]1.[CH3:32][C:33](=[O:34])[OH:35].[ClH:31]>>[ClH:31].[NH:8]1[CH2:9][CH:10]([CH2:14][C:15]23[c:16]4[cH:17][cH:18][cH:19][cH:20][c:21]4[CH:22]([c:23]4[cH:24][cH:25][cH:26][cH:27][c:28]42)[CH2:29][CH2:30]3)[O:11][CH2:12][CH2:13]1. Starting materials: BrC1=C2N=CNC2=NC=N1 (6-bromo-9H-purine), FC=1C=C(C=NC1)C=1C(=CC=C2C=CC=NC12)C(C)N (1-[8-(5-fluoropyridin-3-yl)quinolin-7-yl]ethanamine), C(C)(C)N(C(C)C)CC (N,N-diisopropylethylamine). Run in C(C)O (ethanol). The product is FC=1C=C(C=NC1)C=1C(=CC=C2C=CC=NC12)C(C)NC1=C2N=CNC2=NC=N1 (N-{1-[8-(5-fluoropyridin-3-yl)quinolin-7-yl]ethyl}-9H-purin-6-amine), tris-TFA. RXN SMILES: Br[C:2]1[N:10]=[CH:9][N:8]=[C:7]2[C:3]=1[N:4]=[CH:5][NH:6]2.[F:11][C:12]1[CH:13]=[C:14]([C:18]2[C:19]([CH:28]([NH2:30])[CH3:29])=[CH:20][CH:21]=[C:22]3[C:27]=2[N:26]=[CH:25][CH:24]=[CH:23]3)[CH:15]=[N:16][CH:17]=1.C(N(CC)C(C)C)(C)C>C(O)C>[F:11][C:12]1[CH:13]=[C:14]([C:18]2[C:19]([CH:28]([NH:30][C:2]3[N:10]=[CH:9][N:8]=[C:7]4[C:3]=3[N:4]=[CH:5][NH:6]4)[CH3:29])=[CH:20][CH:21]=[C:22]3[C:27]=2[N:26]=[CH:25][CH:24]=[CH:23]3)[CH:15]=[N:16][CH:17]=1. Reported procedure: A mixture of 6-bromo-9H-purine (0.1072 g, 0.54 mmol), 1-[8-(5-fluoropyridin-3-yl)quinolin-7-yl]ethanamine (0.072 g, 0.27 mmol), and N,N-diisopropylethylamine (0.05630 mL, 0.32) in ethanol (0.9 mL) was heated at reflux under nitrogen overnight. The mixture was evaporated and the resultant residue was purified on RP-HPLC (XBridge C18 column, eluting with a gradient of acetonitrile/water containing 0.05% TFA, at flow rate of 30 mL/minute) to give the desired product as a tris-TFA salt. LCMS calcula... Reactants: O1CCCC1 (tetrahydrofuran), II (iodine), O1CCCC1 (tetrahydrofuran), C(C)(C)NC(C)C (diisopropylamine), O1CCCC1 (tetrahydrofuran), ClC1=NC=CC=C1Cl (2,3-dichloropyridine). Reagents/catalysts: C(CCC)[Li] (n-butyllithium). The solvent is O (Water). Run at temperature -70 celsius, time 0.5 hour. The product is ClC1=NC=CC(=C1Cl)I (2,3-dichloro-4-iodopyridine). Yield: 70588.8%. As a reaction SMILES: O1CCCC1.C(NC(C)C)(C)C.[Cl:13][C:14]1[C:19]([Cl:20])=[CH:18][CH:17]=[CH:16][N:15]=1.[I:21]I>C([Li])CCC.O>[Cl:13][C:14]1[C:19]([Cl:20])=[C:18]([I:21])[CH:17]=[CH:16][N:15]=1. Reported procedure: With cooling with ice, 2.66 M n-butyllithium (100 mL, 0.266 mmol) was added to a tetrahydrofuran (400 mL) solution of diisopropylamine (11.9 mL, 84.2 mmol), cooled to −70° C., and stirred for 0.5 hours. A tetrahydrofuran (170 mL) solution of 2,3-dichloropyridine (35 g, 0.24 mmol) was dropwise added to the solution, over 25 minutes, and then stirred at −70° C. for 1 hour. A tetrahydrofuran (170 mL) solution of iodine (75 g, 0.30 mmol) was added to the reaction mixture, and warmed up to room tempe...